This data is from the Open Reaction Database (ORD), a public repository of structured organic reaction records. The task is: describe an organic reaction: reactants, conditions, products, and yield Reactants: N1C(CCC1)=O (pyrrolidin-2-one), BrC1=CC(=C(C=C1)C(=O)N1CCN(CC1)C1=NC=C(C=C1C)C)F ((4-bromo-2-fluorophenyl)[4-(3,5-dimethylpyridin-2-yl)piperazin-1-yl]methanone). Product: CC=1C(=NC=C(C1)C)N1CCN(CC1)C(=O)C1=C(C=C(C=C1)N1C(CCC1)=O)F (1-{4-[4-(3,5-dimethylpyridin-2-yl)piperazine-1-carbonyl]-3-fluorophenyl}pyrrolidin-2-one). Isolated yield 64.8%. RXN SMILES: [NH:1]1[CH2:5][CH2:4][CH2:3][C:2]1=[O:6].Br[C:8]1[CH:13]=[CH:12][C:11]([C:14]([N:16]2[CH2:21][CH2:20][N:19]([C:22]3[C:27]([CH3:28])=[CH:26][C:25]([CH3:29])=[CH:24][N:23]=3)[CH2:18][CH2:17]2)=[O:15])=[C:10]([F:30])[CH:9]=1>>[CH3:28][C:27]1[C:22]([N:19]2[CH2:20][CH2:21][N:16]([C:14]([C:11]3[CH:12]=[CH:13][C:8]([N:1]4[CH2:5][CH2:4][CH2:3][C:2]4=[O:6])=[CH:9][C:10]=3[F:30])=[O:15])[CH2:17][CH2:18]2)=[N:23][CH:24]=[C:25]([CH3:29])[CH:26]=1. Procedure: Using pyrrolidin-2-one (51 mg) and (4-bromo-2-fluorophenyl)[4-(3,5-dimethylpyridin-2-yl)piperazin-1-yl]methanone (240 mg) described in Preparation Example 114 and by the reaction and treatment in the same manner as in Example 1, the title compound (154 mg) was obtained.